From a dataset of the Open Reaction Database (ORD), a public repository of structured organic reaction records. describe an organic reaction: reactants, conditions, products, and yield Reactants: FC1=C(C=C2CCC(C2=C1)(C)C)OC (6-fluoro-5-methoxy-1,1-dimethyl-indan), B(Br)(Br)Br (BBr3), C(=O)(O)[O-].[Na+] (NaHCO3), CO (methanol). Solvent: C(Cl)Cl (DCM), C(Cl)Cl (DCM). Conditions: temperature -78 celsius, time 2 hour. Yields the product FC1=C(C=C2CCC(C2=C1)(C)C)O (6-Fluoro-1,1-dimethyl-indan-5-ol). The yield is 75.8%. Reaction SMILES: [F:1][C:2]1[CH:10]=[C:9]2[C:5]([CH2:6][CH2:7][C:8]2([CH3:12])[CH3:11])=[CH:4][C:3]=1[O:13]C.B(Br)(Br)Br.CO.C([O-])(O)=O.[Na+]>C(Cl)Cl>[F:1][C:2]1[CH:10]=[C:9]2[C:5]([CH2:6][CH2:7][C:8]2([CH3:11])[CH3:12])=[CH:4][C:3]=1[OH:13] |f:3.4|. Procedure: To a solution of 6-fluoro-5-methoxy-1,1-dimethyl-indan (1.40 g, 7.21 mmol) in 20.0 ml of DCM at −78° C. was added BBr3 (1.40 ml, 14.4 mmol) in DCM (10.0 ml). The reaction mixture was stirred at −78° C. for two hours before being treated with 2.0 ml of methanol. This mixture was stirred for few minutes after which a saturated solution of NaHCO3 was carefully added and the resulting mixture stirred for an additional 1 hour. The mixture was extracted with DCM (3×40 mL) and the combined organic extr... Reactants: BrC(C(=O)C1=CC2=C(N=C(O2)C2=CC=CC=C2)C=C1)CC (2-bromo-1-(2-phenyl-benzoxazol-6-yl)-butan-1-one), CN(C)C=O (DMF). Run in O (water). Conditions: temperature 100 celsius, time 3 hour. The product is OC(C(=O)C1=CC2=C(N=C(O2)C2=CC=CC=C2)C=C1)CC (2-hydroxy-1-(2-phenyl-benzoxazol-6-yl)-butan-1-one). RXN SMILES: Br[CH:2]([CH2:20][CH3:21])[C:3]([C:5]1[CH:19]=[CH:18][C:8]2[N:9]=[C:10]([C:12]3[CH:17]=[CH:16][CH:15]=[CH:14][CH:13]=3)[O:11][C:7]=2[CH:6]=1)=[O:4].CN(C=[O:26])C>O>[OH:26][CH:2]([CH2:20][CH3:21])[C:3]([C:5]1[CH:19]=[CH:18][C:8]2[N:9]=[C:10]([C:12]3[CH:17]=[CH:16][CH:15]=[CH:14][CH:13]=3)[O:11][C:7]=2[CH:6]=1)=[O:4]. Reported procedure: 200 mg (581 μmol) 2-bromo-1-(2-phenyl-benzoxazol-6-yl)-butan-1-one are combined with 1.2 ml DMF and 0.8 ml of water. The mixture is stirred for 3 h at 100° C. and then separated by RP-HPLC. The reactants are CC(C)(C)n1nc(CCC=O)cc1-c1cccs1, CCN(C(C)C)C(C)C, Clc1ccc(N2CCNCC2)cc1Cl. Yields the product CC(C)(C)n1nc(CCCN2CCN(c3ccc(Cl)c(Cl)c3)CC2)cc1-c1cccs1. As a reaction SMILES: [C:1]([CH3:2])([CH3:3])([CH3:4])[n:5]1[n:6][c:7]([CH2:15][CH2:16][CH:17]=[O:18])[cH:8][c:9]1-[c:10]1[s:11][cH:12][cH:13][cH:14]1.[CH:33]([N:34]([CH2:35][CH3:36])[CH:37]([CH3:38])[CH3:39])([CH3:40])[CH3:41].[Cl:19][c:20]1[cH:21][c:22]([N:27]2[CH2:28][CH2:29][NH:30][CH2:31][CH2:32]2)[cH:23][cH:24][c:25]1[Cl:26]>>[C:1]([CH3:2])([CH3:3])([CH3:4])[n:5]1[n:6][c:7]([CH2:15][CH2:16][CH2:17][N:30]2[CH2:29][CH2:28][N:27]([c:22]3[cH:21][c:20]([Cl:19])[c:25]([Cl:26])[cH:24][cH:23]3)[CH2:32][CH2:31]2)[cH:8][c:9]1-[c:10]1[s:11][cH:12][cH:13][cH:14]1. Starting materials: C(C1=CC=CC=C1)OC(=O)NC(C(=O)O)C (benzyloxycarbonylamino-propionic acid), C([O-])([O-])=O.[K+].[K+] (potassium carbonate), ClCC(=O)N(CCC)CCC (2-Chloro-N,N-dipropyl-acetamide). Solvent: O (water), CN(C)C=O (DMF). Conditions: temperature 60 celsius, time 2.5 hour. The product is C(CC)N(C(=O)COC(CCNC(=O)OCC1=CC=CC=C1)=O)CCC (3-benzyloxycarbonylamino-propionic acid dipropylcarbamoylmethyl ester). RXN SMILES: [CH2:1]([O:8][C:9]([NH:11][CH:12]([CH3:16])C(O)=O)=[O:10])[C:2]1[CH:7]=[CH:6][CH:5]=[CH:4][CH:3]=1.[C:17](=[O:20])([O-])[O-:18].[K+].[K+].Cl[CH2:24][C:25]([N:27]([CH2:31][CH2:32][CH3:33])[CH2:28][CH2:29][CH3:30])=[O:26]>CN(C=O)C.O>[CH2:28]([N:27]([CH2:31][CH2:32][CH3:33])[C:25]([CH2:24][O:18][C:17](=[O:20])[CH2:16][CH2:12][NH:11][C:9]([O:8][CH2:1][C:2]1[CH:3]=[CH:4][CH:5]=[CH:6][CH:7]=1)=[O:10])=[O:26])[CH2:29][CH3:30] |f:1.2.3|. Procedure details: To a solution of benzyloxycarbonylamino-propionic acid (22.3 g, 99.9 mmol) in DMF (150 ml) was added potassium carbonate (19.3 g, 139.9 mmol). 2-Chloro-N,N-dipropyl-acetamide (17.7 g, 99.9 mmol) was added over 30 min, and the reaction mixture was heated to 60° C. and stirred for 2.5 h. The reaction mixture was allowed to cool to RT and diluted with water (500 ml) and extracted with isopropyl acetate (total 50 ml). The combined organic phases were washed with water (3×200 ml) to afford a solution... Reactants: CSc1sc(C(=N)NC(=O)OC(C)(C)C)cc1S(=O)(=O)c1cccc(Br)c1, [Li]CCCC, CCOC(C)=O, COB(OC)OC, Cc1cccc(CO)c1I, [Na+], [Na+], O=C([O-])[O-], c1ccc(P(c2ccccc2)(c2ccccc2)[Pd](P(c2ccccc2)(c2ccccc2)c2ccccc2)(P(c2ccccc2)(c2ccccc2)c2ccccc2)P(c2ccccc2)(c2ccccc2)c2ccccc2)cc1. The product is CSc1sc(C(=N)NC(=O)OC(C)(C)C)cc1S(=O)(=O)c1cccc(-c2c(C)cccc2CO)c1. As a reaction SMILES: [C:29]([CH3:30])([CH3:31])([CH3:32])[O:33][C:34]([NH:35][C:36](=[NH:37])[c:38]1[s:39][c:40]([S:53][CH3:54])[c:41]([S:43](=[O:44])(=[O:45])[c:46]2[cH:47][c:48]([Br:52])[cH:49][cH:50][cH:51]2)[cH:42]1)=[O:55].[CH2:1]([Li:2])[CH2:3][CH2:4][CH3:5].[CH3:133][CH2:134][O:135][C:136](=[O:137])[CH3:138].[CH3:16][O:17][B:18]([O:19][CH3:20])[O:21][CH3:22].[I:6][c:7]1[c:8]([CH2:14][OH:15])[cH:9][cH:10][cH:11][c:12]1[CH3:13].[Na+:23].[Na+:24].[O-:25][C:26](=[O:27])[O-:28].[cH:56]1[cH:57][cH:58][c:59]([P:60]([Pd:61]([P:62]([c:63]2[cH:64][cH:65][cH:66][cH:67][cH:68]2)([c:69]2[cH:70][cH:71][cH:72][cH:73][cH:74]2)[c:75]2[cH:76][cH:77][cH:78][cH:79][cH:80]2)([P:81]([c:82]2[cH:83][cH:84][cH:85][cH:86][cH:87]2)([c:88]2[cH:89][cH:90][cH:91][cH:92][cH:93]2)[c:94]2[cH:95][cH:96][cH:97][cH:98][cH:99]2)[P:100]([c:101]2[cH:102][cH:103][cH:104][cH:105][cH:106]2)([c:107]2[cH:108][cH:109][cH:110][cH:111][cH:112]2)[c:113]2[cH:114][cH:115][cH:116][cH:117][cH:118]2)([c:119]2[cH:120][cH:121][cH:122][cH:123][cH:124]2)[c:125]2[cH:126][cH:127][cH:128][cH:129][cH:130]2)[cH:131][cH:132]1>>[c:7]1(-[c:48]2[cH:47][c:46]([S:43]([c:41]3[c:40]([S:53][CH3:54])[s:39][c:38]([C:36]([NH:35][C:34]([O:33][C:29]([CH3:30])([CH3:31])[CH3:32])=[O:55])=[NH:37])[cH:42]3)(=[O:44])=[O:45])[cH:51][cH:50][cH:49]2)[c:8]([CH2:14][OH:15])[cH:9][cH:10][cH:11][c:12]1[CH3:13]. The reactants are O=Cc1ccc(Br)cc1, O=C(O)CS(=O)(=O)c1ccc(Cl)cc1. Product: O=S(=O)(C=Cc1ccc(Br)cc1)c1ccc(Cl)cc1. Reaction SMILES: [Br:15][c:16]1[cH:17][cH:18][c:19]([CH:20]=[O:21])[cH:22][cH:23]1.[Cl:1][c:2]1[cH:3][cH:4][c:5]([S:8](=[O:9])(=[O:10])[CH2:11][C:12]([OH:13])=[O:14])[cH:6][cH:7]1>>[Cl:1][c:2]1[cH:3][cH:4][c:5]([S:8](=[O:9])(=[O:10])[CH:11]=[CH:12][c:19]2[cH:18][cH:17][c:16]([Br:15])[cH:23][cH:22]2)[cH:6][cH:7]1. Reactants: C(C=C)(=O)OCC (ethyl acrylate), C(C1=CC=CC=C1)N1CCN(CC1)C1CCNCC1 (1-benzyl-4-piperidin-4-yl-piperazine). Solvent: CCO (EtOH). Conditions: time 8 hour. Product: C(C1=CC=CC=C1)N1CCN(CC1)C1CCN(CC1)CCC(=O)OCC (ethyl 3-[4-(4-benzyl-piperazin-1-yl)-piperidin-1-yl]-Propionate). Reaction SMILES: [C:1]([O:5][CH2:6][CH3:7])(=[O:4])[CH:2]=[CH2:3].[CH2:8]([N:15]1[CH2:20][CH2:19][N:18]([CH:21]2[CH2:26][CH2:25][NH:24][CH2:23][CH2:22]2)[CH2:17][CH2:16]1)[C:9]1[CH:14]=[CH:13][CH:12]=[CH:11][CH:10]=1>CCO>[CH2:8]([N:15]1[CH2:16][CH2:17][N:18]([CH:21]2[CH2:26][CH2:25][N:24]([CH2:3][CH2:2][C:1]([O:5][CH2:6][CH3:7])=[O:4])[CH2:23][CH2:22]2)[CH2:19][CH2:20]1)[C:9]1[CH:10]=[CH:11][CH:12]=[CH:13][CH:14]=1. Procedure: 5.5 mL (50.8 mmol) ethyl acrylate were added to a solution of 11.7 g (44.9 mmol) 1-benzyl-4-piperidin-4-yl-piperazine in 120 mL dry EtOH and the reaction mixture was refluxed for 1 h and then stirred overnight at RT. The solvent was eliminated i.vac. and the residue was dried for 1 h under an oil pump vacuum. The crude product was reacted further without purification. As a reaction SMILES: [Al+3:2].[C:30]([CH:31]([CH:32]([C:33]([O-:34])=[O:35])[OH:36])[OH:37])([O-:38])=[O:39].[CH3:42][CH2:43][O:44][C:45](=[O:46])[CH3:47].[CH3:7][c:8]1[n:9][c:10]2[cH:11][c:12]([C:23](=[O:24])[N:25]3[CH2:26][CH2:27][CH2:28][CH2:29]3)[cH:13][cH:14][c:15]2[c:16]([N:18]2[CH2:19][CH2:20][CH2:21][CH2:22]2)[cH:17]1.[H-:1].[H-:4].[H-:5].[H-:6].[K+:41].[Li+:3].[Na+:40].[O:48]1[CH2:49][CH2:50][CH2:51][CH2:52]1>>[CH3:7][c:8]1[n:9][c:10]2[cH:11][c:12]([CH2:23][N:25]3[CH2:26][CH2:27][CH2:28][CH2:29]3)[cH:13][cH:14][c:15]2[c:16]([N:18]2[CH2:19][CH2:20][CH2:21][CH2:22]2)[cH:17]1. The reactants are [Al+3], O=C([O-])C(O)C(O)C(=O)[O-], CCOC(C)=O, Cc1cc(N2CCCC2)c2ccc(C(=O)N3CCCC3)cc2n1, [H-], [H-], [H-], [H-], [K+], [Li+], [Na+], C1CCOC1. The product is Cc1cc(N2CCCC2)c2ccc(CN3CCCC3)cc2n1.